Dataset: the Open Reaction Database (ORD), a public repository of structured organic reaction records. Task: describe an organic reaction: reactants, conditions, products, and yield The reactants are C[O-].[Na+] (sodium methoxide), C(#N)CC(=O)N (cyanoacetamide), C(C)(=O)O (acetic acid), ClC1=CC=C(C=C1)C(C=O)=CN(C)C (2-(4-chlorophenyl)-3-dimethylaminopropenal). Solvent: CO (methanol), O (water). Yields the product C(#N)C=1C(NC=C(C1)C1=CC=C(C=C1)Cl)=O (3-cyano-5-(4-chlorophenyl)-2-pyridinone). Reaction SMILES: C[O-].[Na+].[C:4]([CH2:6][C:7]([NH2:9])=[O:8])#[N:5].[Cl:10][C:11]1[CH:16]=[CH:15][C:14]([C:17](=[CH:20]N(C)C)[CH:18]=O)=[CH:13][CH:12]=1.C(O)(=O)C>CO.O>[C:4]([C:6]1[C:7](=[O:8])[NH:9][CH:18]=[C:17]([C:14]2[CH:15]=[CH:16][C:11]([Cl:10])=[CH:12][CH:13]=2)[CH:20]=1)#[N:5] |f:0.1|. Procedure: To solution of sodium methoxide (7.52 g) in methanol (130 ml) was added cyanoacetamide (5.84 g) followed by 2-(4-chlorophenyl)-3-dimethylaminopropenal and the resulting suspension was refluxed overnight. During this time a yellow solid was formed. The mixture was cooled to room temperature and glacial acetic acid (50 ml) was added followed by water (100 ml). The resulting yellow orange solid was filtered off, washed several times with water and dried to yield 8.1 g of 3-cyano-5-(4-chlorophenyl)-... The reactants are C(C)OC(C=C(C=1OC=CC1)C=1OC=CC1)=O (3,3-bis-(2-furanyl)-acrylic acid ethyl ester), CC(C)C[AlH]CC(C)C (DIBAL-H), C(Cl)Cl (methylene chloride), [Cl-].[NH4+] (ammonium chloride). The solvent is C1CCOC1 (THF). Reaction conditions: time 2 hour. The product is O1C(=CC=C1)C(=CCO)C=1OC=CC1 (3,3-bis-(2-furanyl)-prop-2-en-1-ol). As a reaction SMILES: C([O:3][C:4](=O)[CH:5]=[C:6]([C:12]1[O:13][CH:14]=[CH:15][CH:16]=1)[C:7]1[O:8][CH:9]=[CH:10][CH:11]=1)C.CC(C[AlH]CC(C)C)C.[Cl-].[NH4+].C(Cl)Cl>C1COCC1>[O:8]1[CH:9]=[CH:10][CH:11]=[C:7]1[C:6]([C:12]1[O:13][CH:14]=[CH:15][CH:16]=1)=[CH:5][CH2:4][OH:3] |f:2.3|. Procedure: To a solution of 3,3-bis-(2-furanyl)-acrylic acid ethyl ester (1.31 g, 5.66mmol) in THF (15 ml) was added a solution of DIBAL-H (1 M in toluene, 25.5 ml, 25.5 mmol) at −10° C. The reaction mixture was stirred for a further 2 h. A solution of ammonium chloride (2 ml) was added followed by methylene chloride (250 ml) and decalite. The mixture was filtered and the filter was washed with additional methylene chloride (500 ml) and ethanol (100 ml). The combined organic phases were evaporated to give ... Product: Cc1cc(C)c(C(=O)O)cc1I. Starting materials: Cc1ccc(C(=O)O)c(C)c1, CC(=O)O, [O-][I+3]([O-])([O-])[O-], I, [Na+], O, O=S(=O)(O)O. As a reaction SMILES: [CH3:1][c:2]1[c:3]([C:4](=[O:5])[OH:6])[cH:7][cH:8][c:9]([CH3:11])[cH:10]1.[CH3:25][C:26](=[O:27])[OH:28].[I+3:13]([O-:14])([O-:15])([O-:16])[O-:17].[I:12].[Na+:18].[OH2:24].[S:19](=[O:20])(=[O:21])([OH:22])[OH:23]>>[CH3:1][c:2]1[c:3]([C:4](=[O:5])[OH:6])[cH:7][c:8]([I:13])[c:9]([CH3:11])[cH:10]1. The reactants are Cl (HCl), C1(CCCCC1)C(=O)N1CCN(CC1)CC1=CC=CC=C1 (1-cyclohexanecarbonyl-4-benzylpiperazine), [H][H] (hydrogen). The reagents and catalysts are [Pd] (palladium). Solvent: C(C)O (ethanol). Product: Cl.C1(CCCCC1)C(=O)N1CCNCC1 (1-cyclohexanecarbonylpiperazine hydrochloride). RXN SMILES: [CH:1]1([C:7]([N:9]2[CH2:14][CH2:13][N:12](CC3C=CC=CC=3)[CH2:11][CH2:10]2)=[O:8])[CH2:6][CH2:5][CH2:4][CH2:3][CH2:2]1.[ClH:22].[H][H]>C(O)C.[Pd]>[ClH:22].[CH:1]1([C:7]([N:9]2[CH2:10][CH2:11][NH:12][CH2:13][CH2:14]2)=[O:8])[CH2:2][CH2:3][CH2:4][CH2:5][CH2:6]1 |f:5.6|. Procedure details: 14.3 g (0.05 mole) of 1-cyclohexanecarbonyl-4-benzylpiperazine dissolved in 250 ml of ethanol and acidified with conc. HCl was treated with hydrogen over a palladium catalyst at 1500 psi and 100° C. The catalyst was removed by filtration and the solvent removed under reduced pressure. The residue was dissolved in isopropanol. On short standing a white crystalline precipitate appeared which was collected by filtration to give 10.0 g of 1-cyclohexanecarbonylpiperazine hydrochloride. Reactants: C1COCCO1, CCO, O=C1Cc2cc([N+](=O)[O-])ccc2Oc2cc(O)cc(O)c21, O. Product: Nc1ccc2c(c1)CC(=O)c1c(O)cc(O)cc1O2. Reaction SMILES: [CH2:26]1[O:27][CH2:28][CH2:29][O:30][CH2:31]1.[CH3:23][CH2:24][OH:25].[N+:1]([O-:2])(=[O:3])[c:4]1[cH:5][c:6]2[c:7]([cH:20][cH:21]1)[O:8][c:9]1[c:10]([c:14]([OH:19])[cH:15][c:16]([OH:18])[cH:17]1)[C:11](=[O:13])[CH2:12]2.[OH2:22]>>[NH2:1][c:4]1[cH:5][c:6]2[c:7]([cH:20][cH:21]1)[O:8][c:9]1[c:10]([c:14]([OH:19])[cH:15][c:16]([OH:18])[cH:17]1)[C:11](=[O:13])[CH2:12]2.